From a dataset of the Open Reaction Database (ORD), a public repository of structured organic reaction records. describe an organic reaction: reactants, conditions, products, and yield The reactants are CCOC(=O)CC(COCC1CC(OS(C)(=O)=O)CN1C(=O)OCc1ccccc1)OS(C)(=O)=O, CCOC(C)=O, C1CCC2=NCCCN2CC1, C1CCOC1, O. Product: CCOC(=O)C=CCOCC1CC(OS(C)(=O)=O)CN1C(=O)OCc1ccccc1. RXN SMILES: [CH2:1]([c:2]1[cH:3][cH:4][cH:5][cH:6][cH:7]1)[O:8][C:9](=[O:10])[N:11]1[CH:12]([CH2:21][O:22][CH2:23][CH:24]([CH2:25][C:26](=[O:27])[O:28][CH2:29][CH3:30])[O:31][S:32]([CH3:33])(=[O:34])=[O:35])[CH2:13][CH:14]([O:16][S:17](=[O:18])(=[O:19])[CH3:20])[CH2:15]1.[CH3:52][CH2:53][O:54][C:55](=[O:56])[CH3:57].[N:36]12[CH2:37][CH2:38][CH2:39][N:40]=[C:41]1[CH2:42][CH2:43][CH2:44][CH2:45][CH2:46]2.[O:47]1[CH2:48][CH2:49][CH2:50][CH2:51]1.[OH2:58]>>[CH2:1]([c:2]1[cH:3][cH:4][cH:5][cH:6][cH:7]1)[O:8][C:9](=[O:10])[N:11]1[CH:12]([CH2:21][O:22][CH2:23][CH:24]=[CH:25][C:26](=[O:27])[O:28][CH2:29][CH3:30])[CH2:13][CH:14]([O:16][S:17](=[O:18])(=[O:19])[CH3:20])[CH2:15]1. Starting materials: O=Cc1cc(O)ccc1Br, O=C([O-])[O-], COC(=O)c1ccc(Cl)nc1C(=O)OC, [Cs+], [Cs+], CN(C)C=O. Yields the product COC(=O)c1ccc(Oc2ccc(Br)c(C=O)c2)nc1C(=O)OC. Reaction SMILES: [Br:16][c:17]1[c:18]([CH:19]=[O:20])[cH:21][c:22]([OH:25])[cH:23][cH:24]1.[C:26](=[O:27])([O-:28])[O-:29].[CH3:1][O:2][C:3](=[O:4])[c:5]1[n:6][c:7]([Cl:15])[cH:8][cH:9][c:10]1[C:11](=[O:12])[O:13][CH3:14].[Cs+:30].[Cs+:31].[O:32]=[CH:33][N:34]([CH3:35])[CH3:36]>>[CH3:1][O:2][C:3](=[O:4])[c:5]1[n:6][c:7]([O:25][c:22]2[cH:21][c:18]([CH:19]=[O:20])[c:17]([Br:16])[cH:24][cH:23]2)[cH:8][cH:9][c:10]1[C:11](=[O:12])[O:13][CH3:14]. Reactants: O=C([O-])[O-], [K+], [K+], CN(C)C=O, O=c1cc(O)ccn1CCc1ccc(CO)cc1, CS(=O)(=O)OCc1ccco1. Yields the product O=c1cc(OCc2ccco2)ccn1CCc1ccc(CO)cc1. As a reaction SMILES: [C:30](=[O:31])([O-:32])[O-:33].[K+:34].[K+:35].[O:36]=[CH:37][N:38]([CH3:39])[CH3:40].[OH:1][c:2]1[cH:3][c:4](=[O:18])[n:5]([CH2:8][CH2:9][c:10]2[cH:11][cH:12][c:13]([CH2:16][OH:17])[cH:14][cH:15]2)[cH:6][cH:7]1.[o:19]1[c:20]([CH2:24][O:25][S:26]([CH3:27])(=[O:28])=[O:29])[cH:21][cH:22][cH:23]1>>[O:1]([c:2]1[cH:3][c:4](=[O:18])[n:5]([CH2:8][CH2:9][c:10]2[cH:11][cH:12][c:13]([CH2:16][OH:17])[cH:14][cH:15]2)[cH:6][cH:7]1)[CH2:24][c:20]1[o:19][cH:23][cH:22][cH:21]1.